Dataset: the Open Reaction Database (ORD), a public repository of structured organic reaction records. Task: describe an organic reaction: reactants, conditions, products, and yield The reactants are C(C)OC(=O)C=1C(=C2C(=C(N1)Br)SN=C2C2=CC=C(C=C2)F)O (7-Bromo-3-(4-fluoro-phenyl)-4-hydroxy-isothiazolo[5,4-c]pyridine-5-carboxylic acid ethyl ester), C[Si](C)(C)C#C (trimethylsilylacetylene), C(C)(C)N (isopropylamine). The reagents and catalysts are Cl[Pd]([P](C1=CC=CC=C1)(C2=CC=CC=C2)C3=CC=CC=C3)([P](C4=CC=CC=C4)(C5=CC=CC=C5)C6=CC=CC=C6)Cl (PdCl2(PPh3)2), [Cu]I (CuI). Solvent: CCOC(=O)C (EtOAc), C1CCOC1 (THF). The product is C(C)OC(=O)C=1C(=C2C(=C(N1)C#C[Si](C)(C)C)SN=C2C2=CC=C(C=C2)F)O (3-(4-Fluoro-phenyl)-4-hydroxy-7-trimethylsilanylethynyl-isothiazolo[5,4-c]pyridine-5-carboxylic acid ethyl ester). Yield: 35.3%. RXN SMILES: [CH2:1]([O:3][C:4]([C:6]1[C:7]([OH:23])=[C:8]2[C:15]([C:16]3[CH:21]=[CH:20][C:19]([F:22])=[CH:18][CH:17]=3)=[N:14][S:13][C:9]2=[C:10](Br)[N:11]=1)=[O:5])[CH3:2].[CH3:24][Si:25]([C:28]#[CH:29])([CH3:27])[CH3:26].C(N)(C)C>C1COCC1.CCOC(C)=O.Cl[Pd](Cl)([P](C1C=CC=CC=1)(C1C=CC=CC=1)C1C=CC=CC=1)[P](C1C=CC=CC=1)(C1C=CC=CC=1)C1C=CC=CC=1.[Cu]I>[CH2:1]([O:3][C:4]([C:6]1[C:7]([OH:23])=[C:8]2[C:15]([C:16]3[CH:21]=[CH:20][C:19]([F:22])=[CH:18][CH:17]=3)=[N:14][S:13][C:9]2=[C:10]([C:29]#[C:28][Si:25]([CH3:27])([CH3:26])[CH3:24])[N:11]=1)=[O:5])[CH3:2] |^1:47,66|. Procedure details: To a solution of 7-Bromo-3-(4-fluoro-phenyl)-4-hydroxy-isothiazolo[5,4-c]pyridine-5-carboxylic acid ethyl ester (124.9 mg, 0.39 mmol) in THF (5.6 mL) was added trimethylsilylacetylene (0.11 mL, 0.78 mmol), PdCl2(PPh3)2 (55.1 mg, 0.078 mmol), CuI (29.9 mg, 0.156 mmol) and isopropylamine (0.34 mL, 2.42 mmol). The reaction mixture refluxed for 16 h with stirring. After cooling to r. t. the mixture was diluted with EtOAc (20 mL), filtered and the filter cake washed with EtOAc (10 mL). The filtrate w... RXN SMILES: [NH2:1][C:2]1[CH:3]=[CH:4][C:5]([F:17])=[C:6]([C@:8]2([CH3:16])[C@@H:13]([F:14])[CH2:12][O:11][C:10]([NH2:15])=[N:9]2)[CH:7]=1.[Cl:18][C:19]1[CH:20]=[CH:21][C:22]([C:25](O)=[O:26])=[N:23][CH:24]=1>>[NH2:15][C:10]1[O:11][CH2:12][C@H:13]([F:14])[C@:8]([C:6]2[CH:7]=[C:2]([NH:1][C:25]([C:22]3[CH:21]=[CH:20][C:19]([Cl:18])=[CH:24][N:23]=3)=[O:26])[CH:3]=[CH:4][C:5]=2[F:17])([CH3:16])[N:9]=1. The reactants are NC=1C=CC(=C(C1)[C@]1(N=C(OC[C@@H]1F)N)C)F ((4R,5R)-4-(5-amino-2-fluoro-phenyl)-5-fluoro-4-methyl-5,6-dihydro-4H-[1,3]oxazin-2-ylamine), ClC=1C=CC(=NC1)C(=O)O (5-chloro-pyridine-2-carboxylic acid). Reported procedure: The condensation of (4R,5R)-4-(5-amino-2-fluoro-phenyl)-5-fluoro-4-methyl-5,6-dihydro-4H-[1,3]oxazin-2-ylamine (intermediate A8.2) and 5-chloro-pyridine-2-carboxylic acid following procedure I yielded the title compound as a crystalline white solid. MS (ISP): m/z=381.2 [M+H]+. Product: NC=1OC[C@@H]([C@@](N1)(C)C=1C=C(C=CC1F)NC(=O)C1=NC=C(C=C1)Cl)F (5-Chloro-pyridine-2-carboxylic acid [3-((4R,5R)-2-amino-5-fluoro-4-methyl-5,6-dihydro-4H-[1,3]oxazin-4-yl)-4-fluoro-phenyl]-amide). Yield: 97.0%. Procedure details: To a stirred solution of tert-butyl 3-hydroxyphenylcarbamate (2 g, 9.56 mmol) in acetone (38 mL) were added potassium carbonate (6.61 g, 47.8 mmol) and 2,2,2-trifluoroethyl trifluoromethanesulfonate (2.07 mL, 14.34 mmol). The reaction mixture was heated at 50° C. overnight, cooled and filtered. The filtrate was concentrated, and the residue was dissolved in CH2Cl2, washed with brine, dried over anhydrous sodium sulfate and concentrated to yield the title compound (2.7 g, 97% yield). MS (ES): m/z... Run in CC(=O)C (acetone). RXN SMILES: [OH:1][C:2]1[CH:3]=[C:4]([NH:8][C:9](=[O:15])[O:10][C:11]([CH3:14])([CH3:13])[CH3:12])[CH:5]=[CH:6][CH:7]=1.C(=O)([O-])[O-].[K+].[K+].FC(F)(F)S(O[CH2:28][C:29]([F:32])([F:31])[F:30])(=O)=O>CC(C)=O>[F:30][C:29]([F:32])([F:31])[CH2:28][O:1][C:2]1[CH:3]=[C:4]([NH:8][C:9](=[O:15])[O:10][C:11]([CH3:12])([CH3:14])[CH3:13])[CH:5]=[CH:6][CH:7]=1 |f:1.2.3|. Product: FC(COC=1C=C(C=CC1)NC(OC(C)(C)C)=O)(F)F (tert-Butyl 3-(2,2,2-trifluoroethoxy)phenylcarbamate). The reactants are OC=1C=C(C=CC1)NC(OC(C)(C)C)=O (tert-butyl 3-hydroxyphenylcarbamate), C([O-])([O-])=O.[K+].[K+] (potassium carbonate), FC(S(=O)(=O)OCC(F)(F)F)(F)F (2,2,2-trifluoroethyl trifluoromethanesulfonate). Reaction conditions: temperature 50 celsius. Starting materials: C1COCCO1, COc1cc(B2OC(C)(C)C(C)(C)O2)ccc1O, [K+], [K+], Nc1nc(N)c2nc(Cl)ccc2n1, O=C([O-])[O-], O, c1ccc(P(c2ccccc2)(c2ccccc2)[Pd](P(c2ccccc2)(c2ccccc2)c2ccccc2)(P(c2ccccc2)(c2ccccc2)c2ccccc2)P(c2ccccc2)(c2ccccc2)c2ccccc2)cc1. The product is COc1cc(-c2ccc3nc(N)nc(N)c3n2)ccc1O. Reaction SMILES: [CH2:38]1[O:39][CH2:40][CH2:41][O:42][CH2:43]1.[CH3:20][O:21][c:22]1[c:23]([OH:37])[cH:24][cH:25][c:26]([B:28]2[O:29][C:30]([CH3:31])([CH3:32])[C:33]([CH3:34])([CH3:35])[O:36]2)[cH:27]1.[K+:14].[K+:15].[NH2:1][c:2]1[n:3][c:4]([NH2:13])[c:5]2[c:6]([n:7]1)[cH:8][cH:9][c:10]([Cl:12])[n:11]2.[O-:16][C:17]([O-:18])=[O:19].[OH2:44].[cH:45]1[cH:46][cH:47][c:48]([P:49]([Pd:50]([P:51]([c:52]2[cH:53][cH:54][cH:55][cH:56][cH:57]2)([c:58]2[cH:59][cH:60][cH:61][cH:62][cH:63]2)[c:64]2[cH:65][cH:66][cH:67][cH:68][cH:69]2)([P:70]([c:71]2[cH:72][cH:73][cH:74][cH:75][cH:76]2)([c:77]2[cH:78][cH:79][cH:80][cH:81][cH:82]2)[c:83]2[cH:84][cH:85][cH:86][cH:87][cH:88]2)[P:89]([c:90]2[cH:91][cH:92][cH:93][cH:94][cH:95]2)([c:96]2[cH:97][cH:98][cH:99][cH:100][cH:101]2)[c:102]2[cH:103][cH:104][cH:105][cH:106][cH:107]2)([c:108]2[cH:109][cH:110][cH:111][cH:112][cH:113]2)[c:114]2[cH:115][cH:116][cH:117][cH:118][cH:119]2)[cH:120][cH:121]1>>[NH2:1][c:2]1[n:3][c:4]([NH2:13])[c:5]2[c:6]([n:7]1)[cH:8][cH:9][c:10](-[c:26]1[cH:25][cH:24][c:23]([OH:37])[c:22]([O:21][CH3:20])[cH:27]1)[n:11]2. Reactants: FC1=C(C=CC(=C1)F)[N+](=O)[O-] (2,4-difluoronitrobenzene), Cl.C(C)OC(CN)=O (glycine ethyl ester hydrochloride), C(C)(C)N(CC)C(C)C (diisopropylethylamine). The solvent is C(C)#N (acetonitrile). Product: C(C)OC(CNC1=C(C=CC(=C1)F)[N+](=O)[O-])=O (N-(5-Fluoro-2-nitrophenyl)glycine ethyl ester). RXN SMILES: F[C:2]1[CH:7]=[C:6]([F:8])[CH:5]=[CH:4][C:3]=1[N+:9]([O-:11])=[O:10].Cl.[CH2:13]([O:15][C:16](=[O:19])[CH2:17][NH2:18])[CH3:14].C(N(C(C)C)CC)(C)C>C(#N)C>[CH2:13]([O:15][C:16](=[O:19])[CH2:17][NH:18][C:2]1[CH:7]=[C:6]([F:8])[CH:5]=[CH:4][C:3]=1[N+:9]([O-:11])=[O:10])[CH3:14] |f:1.2|. Procedure details: To a mixture of 2,4-difluoronitrobenzene (VII, 19.20 g), glycine ethyl ester hydrochloride (XII, 16.52 g), and acetonitrile (50 ml) is added diisopropylethylamine (42 ml). A mild exotherm ensues. The reaction is stirred (without cooling) for two hours. The acetonitrile is removed under reduced pressure and the residue is partitioned between dichloromethane and water. The organic layers are dried over sodium sulfate and concentrated to give the produce as a solid (single spot by TLC), mp 194°-195... The product is COC(CCCCCCCN1C(N(C(=C1)C1=CC=CC=C1)C1=CC=C(C=C1)C)=O)=O (8-[3-(4-Methylphenyl)-2-oxo-4-phenyl-4-imidazolin-1-yl] caprylic acid methyl ester). Reactants: [H-].[Na+] (NaH), CC1=CC=C(C=C1)N1C(NC=C1C1=CC=CC=C1)=O (1-(4-methylphenyl)-5-phenyl-4-imidazolin-2-one), COC(CCCCCCCBr)=O (8-bromocaprylic acid methyl ester). RXN SMILES: [H-].[Na+].[CH3:3][C:4]1[CH:9]=[CH:8][C:7]([N:10]2[C:14]([C:15]3[CH:20]=[CH:19][CH:18]=[CH:17][CH:16]=3)=[CH:13][NH:12][C:11]2=[O:21])=[CH:6][CH:5]=1.[CH3:22][O:23][C:24](=[O:33])[CH2:25][CH2:26][CH2:27][CH2:28][CH2:29][CH2:30][CH2:31]Br>CN(C=O)C>[CH3:22][O:23][C:24](=[O:33])[CH2:25][CH2:26][CH2:27][CH2:28][CH2:29][CH2:30][CH2:31][N:12]1[CH:13]=[C:14]([C:15]2[CH:20]=[CH:19][CH:18]=[CH:17][CH:16]=2)[N:10]([C:7]2[CH:6]=[CH:5][C:4]([CH3:3])=[CH:9][CH:8]=2)[C:11]1=[O:21] |f:0.1|. Reported procedure: The product is produced as described in example 1 from 2.25 g of NaH (80% suspension in mineral oil), 18.7 g of 1-(4-methylphenyl)-5-phenyl-4-imidazolin-2-one, 150 cc. of DMF, 17.8 g of 8-bromocaprylic acid methyl ester and 2.25 g of NaJ. Solvent: CN(C)C=O (DMF). The reactants are [OH-].[K+] (potassium hydroxide), steel, CC1C(CCC1)=O (2-methylcyclopentanone), ClC1=CC=C(C=O)C=C1 (4-chlorobenzaldehyde). Run in O (water). Conditions: temperature 120 celsius, time 3 hour. Product: CC1C(C(CC1)=CC1=CC=C(C=C1)Cl)=O (2-methyl-5-(4-chlorobenzylidene)-cyclopentanone). The yield is 99.6%. Reaction SMILES: [OH-].[K+].[CH3:3][CH:4]1[CH2:8][CH2:7][CH2:6][C:5]1=[O:9].[Cl:10][C:11]1[CH:18]=[CH:17][C:14]([CH:15]=O)=[CH:13][CH:12]=1>O>[CH3:3][CH:4]1[CH2:8][CH2:7][C:6](=[CH:15][C:14]2[CH:17]=[CH:18][C:11]([Cl:10])=[CH:12][CH:13]=2)[C:5]1=[O:9] |f:0.1|. Procedure details: A solution of 16.8 g of 85% strength aqueous potassium hydroxide solution and 1,500 ml of water was charged to a 31 stainless-steel autoclave, 294 g of 2-methylcyclopentanone and 421.8 g of 4-chlorobenzaldehyde were added, and the mixture was then heated to 120° C. under the intrinsic pressure. Stirring was subsequently carried out at this temperature for 3 hours. After cooling to room temperature, the finely particulate yellow product was filtered off with suction, washed to neutrality with wat... Reactants: propionic ester, [OH-].[Na+] (NaOH), C(C)C=1C=C(SC1C=O)C(=O)O (4-ethyl-5-formyl-thiophene-2-carboxylic acid), C(C)OC(CCC1=C(C=C(C=C1C)C(NO)=N)CC)=O (3-[2-ethyl-4-(N-hydroxycarbamimidoyl)-6-methyl-phenyl]-propionic acid ethyl ester). Run in CO (methanol). Yields the product C(C)C1=C(C(=CC(=C1)C1=NOC(=N1)C=1SC(=C(C1)CC)C=O)C)CCC(=O)O (3-(2-Ethyl-4-[5-(4-ethyl-5-formyl-thiophen-2-yl)-[1,2,4]oxadiazol-3-yl]-6-methyl-phenyl}-propionic acid). RXN SMILES: [OH-].[Na+].[CH2:3]([C:5]1[CH:6]=[C:7]([C:12]([OH:14])=O)[S:8][C:9]=1[CH:10]=[O:11])[CH3:4].C([O:17][C:18](=[O:34])[CH2:19][CH2:20][C:21]1[C:26]([CH3:27])=[CH:25][C:24]([C:28](=[NH:31])[NH:29]O)=[CH:23][C:22]=1[CH2:32][CH3:33])C>CO>[CH2:32]([C:22]1[CH:23]=[C:24]([C:28]2[N:29]=[C:12]([C:7]3[S:8][C:9]([CH:10]=[O:11])=[C:5]([CH2:3][CH3:4])[CH:6]=3)[O:14][N:31]=2)[CH:25]=[C:26]([CH3:27])[C:21]=1[CH2:20][CH2:19][C:18]([OH:34])=[O:17])[CH3:33] |f:0.1|. Procedure details: The title compound is prepared according to Method E followed by treating the corresponding propionic ester derivative for 1 h at rt with 1 N aq. NaOH in methanol starting from 4-ethyl-5-formyl-thiophene-2-carboxylic acid and 3-[2-ethyl-4-(N-hydroxycarbamimidoyl)-6-methyl-phenyl]-propionic acid ethyl ester; LC-MS: tR=0.87 min; [M+1]+=399.20. The reactants are Cc1ccc(C(=O)N(C)C)cc1B1OC(C)(C)C(C)(C)O1, CSc1nc(Cl)c2c(n1)N(c1c(F)cccc1F)C(=O)NC2, [K+], [K+], O=C([O-])[O-], C1COCCO1, O. RXN SMILES: [CH3:23][N:24]([C:25]([c:26]1[cH:27][c:28]([B:33]2[O:34][C:35]([CH3:36])([CH3:37])[C:38]([CH3:39])([CH3:40])[O:41]2)[c:29]([CH3:32])[cH:30][cH:31]1)=[O:42])[CH3:43].[Cl:1][c:2]1[c:3]2[c:4]([n:5][c:6]([S:8][CH3:9])[n:7]1)[N:10]([c:15]1[c:16]([F:22])[cH:17][cH:18][cH:19][c:20]1[F:21])[C:11](=[O:14])[NH:12][CH2:13]2.[K+:44].[K+:45].[O-:46][C:47]([O-:48])=[O:49].[O:50]1[CH2:51][CH2:52][O:53][CH2:54][CH2:55]1.[OH2:56]>>[c:2]1(-[c:28]2[cH:27][c:26]([C:25]([N:24]([CH3:23])[CH3:43])=[O:42])[cH:31][cH:30][c:29]2[CH3:32])[c:3]2[c:4]([n:5][c:6]([S:8][CH3:9])[n:7]1)[N:10]([c:15]1[c:16]([F:22])[cH:17][cH:18][cH:19][c:20]1[F:21])[C:11](=[O:14])[NH:12][CH2:13]2. The product is CSc1nc(-c2cc(C(=O)N(C)C)ccc2C)c2c(n1)N(c1c(F)cccc1F)C(=O)NC2. The reactants are NN1C(=CC=C1)C(C1=C(C=CC=C1)F)=O (1-Amino-2-(2-fluorobenzoyl)pyrrole), C([O-])(O)=O.[Na+] (sodium bicarbonate), ClC(=O)OCC (ethyl chloroformate). Run in ClCCl (dichloromethane). Product: FC1=C(C(=O)C=2N(C=CC2)NC(OCC)=O)C=CC=C1 ([2-(2-Fluorobenzoyl)-1H-pyrrol-1-yl]-carbamic acid, ethyl ester). Yield: 91.9%. As a reaction SMILES: [NH2:1][N:2]1[CH:6]=[CH:5][CH:4]=[C:3]1[C:7](=[O:15])[C:8]1[CH:13]=[CH:12][CH:11]=[CH:10][C:9]=1[F:14].C(=O)(O)[O-].[Na+].Cl[C:22]([O:24][CH2:25][CH3:26])=[O:23]>ClCCl>[F:14][C:9]1[CH:10]=[CH:11][CH:12]=[CH:13][C:8]=1[C:7]([C:3]1[N:2]([NH:1][C:22](=[O:23])[O:24][CH2:25][CH3:26])[CH:6]=[CH:5][CH:4]=1)=[O:15] |f:1.2|. Procedure details: 1-Amino-2-(2-fluorobenzoyl)pyrrole (41 g, 0.20 mol) and sodium bicarbonate (39 g, 0.46 mol) were combined in 400 ml of dichloromethane. To this stirred slurry was added ethyl chloroformate (24 g, 0.22 mol) over 3 minutes and the reaction mixture was refluxed for 5 hours, whereupon it was quenched with 200 ml of H2O and the organic layer separated. The organic extract was washed with H2O and brine, dried (MgSO4), filtered, and evaporated to an oil which crystallized upon trituration with hexane. ...